This data is from the Open Reaction Database (ORD), a public repository of structured organic reaction records. The task is: describe an organic reaction: reactants, conditions, products, and yield Starting materials: C(CCCCC=C)O (6-heptene-1-ol), BrN1C(CCC1=O)=O (N-bromosuccinimide), C(C)(C)(C)O.O (t-butanol water), BrN1C(CCC1=O)=O (NBS), BrN1C(CCC1=O)=O (NBS). Run at time 68 hour. Yields the product BrCC(CCCCCO)O (7-bromo-6-hydroxy-1-heptanol). Reaction SMILES: [CH2:1]([OH:8])[CH2:2][CH2:3][CH2:4]CC=C.[Br:9]N1C(=O)CCC1=O.[C:17]([OH:21])(C)([CH3:19])[CH3:18].O>>[Br:9][CH2:18][CH:17]([OH:21])[CH2:19][CH2:4][CH2:3][CH2:2][CH2:1][OH:8] |f:2.3|. Procedure: To a solution of 3 (500 mg, 4.38 mmol) in t-butanol-water (24 mL-4 mL) in the dark was added N-bromosuccinimide (NBS) (858 mg, 4.82 mmol) in small portions. Additional NBS (312 mg) was added after 4 hours and 16 hours later another 400 mg of NBS was added. The reaction mixture was stirred for 68 hours. After removal of t-butanol in vacuo, the residue was diluted with ether, washed with saturated sodium thiosulfite solution, saturated sodium chloride solution, and dried over magnesium sulfate. Th... Starting materials: NC1C2C3C2CC1C3 (3-Aminotricyclo[2,2,1,02,6 ]heptane), C(=S)(Cl)Cl (thiophosgene). Solvent: C(Cl)(Cl)Cl (chloroform), C(Cl)(Cl)Cl (chloroform). Conditions: time 2 hour. The product is N(=C=S)C1C2C3C2CC1C3 (3-isothiocyanatotricyclo[2,2,1,02,6 ]heptane). RXN SMILES: [NH2:1][CH:2]1[CH:7]2[CH2:8][CH:4]3[CH:5]([CH2:6]2)[CH:3]13.[C:9](Cl)(Cl)=[S:10]>C(Cl)(Cl)Cl>[N:1]([CH:2]1[CH:7]2[CH2:8][CH:4]3[CH:5]([CH2:6]2)[CH:3]13)=[C:9]=[S:10]. Procedure details: 3-Aminotricyclo[2,2,1,02,6 ]heptane (21 g.) (prepared as described in U.K. Patent Specification No. 1,051,319), was dissolved in chloroform (25 ml.) and added slowly, below 10°, to a stirred solution of thiophosgene (22 g.) in chloroform (20 ml.). When addition was complete the mixture was allowed to attain ambient temperature and stirred a further 2 hours. The chloroform solution was consecutively washed with 20 ml. portions of water, 1N NaOH, and water again, dried over anhydrous MgSO4, filter... Starting materials: O (water), C(C)(=O)O (acetic acid), O=C1C=C(CCC1)C=1SC=CC1S(=O)(=O)N (2-(3-Oxo-1-cyclohexen-1-yl)-3-thiophenesulfonamide), N-(4,6-dimethylpyrimidin-2-yl)phenyl carbamate, C(C)#N (acetonitrile), C1CCC2=NCCCN2CC1 (DBU). Product: CC1=NC(=NC(=C1)C)NC(=O)NS(=O)(=O)C1=C(SC=C1)C1=CC(CCC1)=O (N-[(4,6-Dimethylpyrimidin-2-yl)aminocarbonyl]-2-(3-oxo-1-cyclohexen-1-yl)-3-thiophenesulfonamide). RXN SMILES: [O:1]=[C:2]1[CH2:7][CH2:6][CH2:5][C:4]([C:8]2[S:9][CH:10]=[CH:11][C:12]=2[S:13]([NH2:16])(=[O:15])=[O:14])=[CH:3]1.C1[CH2:27][CH2:26][N:25]2[C:20](=[N:21][CH2:22]CC2)CC1.[OH2:28].[C:29](O)(=O)C.[C:33](#[N:35])[CH3:34]>>[CH3:34][C:33]1[CH:29]=[C:26]([CH3:27])[N:25]=[C:20]([NH:21][C:22]([NH:16][S:13]([C:12]2[CH:11]=[CH:10][S:9][C:8]=2[C:4]2[CH2:5][CH2:6][CH2:7][C:2](=[O:1])[CH:3]=2)(=[O:15])=[O:14])=[O:28])[N:35]=1. Reported procedure: A mixture of the product from Example 2 (0.30 g, 1.17 mole) and N-(4,6-dimethylpyrimidin-2-yl)phenyl carbamate (0.30 g, 1.23 mmole) in acetonitrile (30 mL) was treated with DBU (184 μl, 1.23 mmole) at room temperature overnight. The solution was poured into water and acidified with acetic acid. The solid which precipitated was collected on a glass funnel and washed with water, butylchloride, and ether to yield 0.15 g white solid; m.p. 190°-192° C.; NMR (CDCl3)δ: 2.0-2.2 (m, 2H), 2.3-2.5 (m, with... Starting materials: NC1=NC(=NC2=CC(=C(C=C12)OC1=C(C=CC=C1C)C)F)N1N=CC(=C1)C(=O)OCC (1-[4-amino-6-(2,6-dimethyl-phenoxy)-7-fluoro-quinazolin-2-yl]-1H-pyrazole-4-carboxylic acid, ethyl ester), [Li+].[OH-] (LiOH), Cl (HCl). Run in C1CCOC1 (THF). Conditions: temperature 40 celsius. Product: NC1=NC(=NC2=CC(=C(C=C12)OC1=C(C=CC=C1C)C)F)N1N=CC(=C1)C(=O)O (1-[4-amino-6-(2,6-dimethyl-phenoxy)-7-fluoro-quinazolin-2-yl]-1H-pyrazole-4-carboxylic acid). Isolated yield 76.3%. Reaction SMILES: [NH2:1][C:2]1[C:11]2[C:6](=[CH:7][C:8]([F:21])=[C:9]([O:12][C:13]3[C:18]([CH3:19])=[CH:17][CH:16]=[CH:15][C:14]=3[CH3:20])[CH:10]=2)[N:5]=[C:4]([N:22]2[CH:26]=[C:25]([C:27]([O:29]CC)=[O:28])[CH:24]=[N:23]2)[N:3]=1.[Li+].[OH-].Cl>C1COCC1>[NH2:1][C:2]1[C:11]2[C:6](=[CH:7][C:8]([F:21])=[C:9]([O:12][C:13]3[C:14]([CH3:20])=[CH:15][CH:16]=[CH:17][C:18]=3[CH3:19])[CH:10]=2)[N:5]=[C:4]([N:22]2[CH:26]=[C:25]([C:27]([OH:29])=[O:28])[CH:24]=[N:23]2)[N:3]=1 |f:1.2|. Procedure details: A mixture of 1-[4-amino-6-(2,6-dimethyl-phenoxy)-7-fluoro-quinazolin-2-yl]-1H-pyrazole-4-carboxylic acid, ethyl ester (65 mg, 0.15 mmol), 1M aqueous LiOH (1.5 mL, 1.5 mmol), and THF (3 mL) was heated to 40° C. for 16 h with rapid stirring. The mixture was then cooled in an ice bath, and 1M HCl (1.5 mL, 1.5 mmol) was added. The resulting precipitate was collected by filtration, washed with water, and dried to furnish the titled compound (45 mg, 74%). MS (ESI): mass calcd. for C20H16FN5O3, 393.1; ... Reactants: C(C)(C)N1CCC(CC1)CO (1-isopropylpiperidine-4-methanol), CN1CCOCC1 (N-methylmorpholine). Reagents/catalysts: [Ru](=O)(=O)(=O)[O-].C(CC)[N+](CCC)(CCC)CCC (tetrapropylammonium perruthenate). The solvent is C(Cl)Cl (methylene chloride). Conditions: time 3 hour. Product: C(C)(C)N1CCC(CC1)C=O (1-Isopropylpiperidine-4-carboxaldehyde). The yield is 51.5%. As a reaction SMILES: [CH:1]([N:4]1[CH2:9][CH2:8][CH:7]([CH2:10][OH:11])[CH2:6][CH2:5]1)([CH3:3])[CH3:2].CN1CCOCC1>C(Cl)Cl.[Ru]([O-])(=O)(=O)=O.C([N+](CCC)(CCC)CCC)CC>[CH:1]([N:4]1[CH2:9][CH2:8][CH:7]([CH:10]=[O:11])[CH2:6][CH2:5]1)([CH3:3])[CH3:2] |f:3.4|. Reported procedure: A solution of 1-isopropylpiperidine-4-methanol (0.40 g, 2.5 mmol) and N-methylmorpholine (0.46 g, 3.8 mmol) in methylene chloride (20 mL) was treated with tetrapropylammonium perruthenate (0.089 g, 0.25 mmol). After 3 h, the mixture was concentrated and the residue purified by column chromatography (SiO2: 10% to 20% methanol:methylene chloride) affording 0.20 g (50%) of the title compound. The reactants are ClC1=C(C(=C(C=C1)OC(CNC(=O)OC(C)(C)C)=O)Cl)Cl (t-butoxycarbonyl-glycine trichlorophenyl ester), C(C)N1CCOCC1 (N-ethylmorpholine), FC(C(=O)O)(F)F.COC([C@@H](NC([C@@H](NC([C@@H](N)CC(N)=O)=O)CC1=CC=CC=C1)=O)CC1=CC=CC=C1)=O (asparaginyl-phenylalanyl-phenylalanine methyl ester trifluoroacetate). The solvent is CN(C=O)C (dimethylformamide). The product is COC([C@@H](NC([C@@H](NC([C@@H](NC(CNC(=O)OC(C)(C)C)=O)CC(N)=O)=O)CC1=CC=CC=C1)=O)CC1=CC=CC=C1)=O (t-Butoxycarbonyl-glycyl-asparaginyl-phenylalanyl-phenylalanine Methyl Ester). As a reaction SMILES: FC(F)(F)C(O)=O.[CH3:8][O:9][C:10](=[O:39])[C@H:11]([CH2:32][C:33]1[CH:38]=[CH:37][CH:36]=[CH:35][CH:34]=1)[NH:12][C:13](=[O:31])[C@H:14]([CH2:24][C:25]1[CH:30]=[CH:29][CH:28]=[CH:27][CH:26]=1)[NH:15][C:16](=[O:23])[C@H:17]([CH2:19][C:20](=[O:22])[NH2:21])[NH2:18].ClC1C=CC([O:47][C:48](=O)[CH2:49][NH:50][C:51]([O:53][C:54]([CH3:57])([CH3:56])[CH3:55])=[O:52])=C(Cl)C=1Cl.C(N1CCOCC1)C>CN(C)C=O>[CH3:8][O:9][C:10](=[O:39])[C@H:11]([CH2:32][C:33]1[CH:34]=[CH:35][CH:36]=[CH:37][CH:38]=1)[NH:12][C:13](=[O:31])[C@H:14]([CH2:24][C:25]1[CH:30]=[CH:29][CH:28]=[CH:27][CH:26]=1)[NH:15][C:16](=[O:23])[C@H:17]([CH2:19][C:20](=[O:22])[NH2:21])[NH:18][C:48](=[O:47])[CH2:49][NH:50][C:51]([O:53][C:54]([CH3:56])([CH3:55])[CH3:57])=[O:52] |f:0.1|. Reported procedure: A solution of asparaginyl-phenylalanyl-phenylalanine methyl ester trifluoroacetate (0.88 g, 1.59 mmole, described by H. U. Immer et al., U.S. Pat. No. 3,917,578, issued Nov. 4, 1975), t-butoxycarbonyl-glycine trichlorophenyl ester (0.56 g, 1.59 mmole) and N-ethylmorpholine (0.203 ml, 1.59 mmole) in dimethylformamide (9 ml) is stirred at 0° C. for 1 hour and at 25° C. for 20 hours. The solution is evaporated and the residue is crystallized from methanol to give the title compound, mp 211°-214° C. Reactants: resultant mixture, Cl (hydrochloric acid), C(CC)(=O)Cl (propionyl chloride), C[O-].[Na+] (sodium methoxide), NC=1SC=C(C1C(=O)N)C1=CC=CC=C1 (2-amino-4-phenylthiophene-3-carboxylic acid amide). Solvent: O (water), C(C)O (ethanol), N1=CC=CC=C1 (pyridine). Reaction conditions: time 3 hour. The product is C1(=CC=CC=C1)C=1C(=C(SC1)NC(CC)=O)C(=O)N (4-phenyl-2-propionylaminothiophene-3-carboxylic amide). RXN SMILES: [NH2:1][C:2]1[S:3][CH:4]=[C:5]([C:10]2[CH:15]=[CH:14][CH:13]=[CH:12][CH:11]=2)[C:6]=1[C:7]([NH2:9])=[O:8].[C:16](Cl)(=[O:19])[CH2:17][CH3:18].C[O-].[Na+].Cl>O.C(O)C.N1C=CC=CC=1>[C:10]1([C:5]2[C:6]([C:7]([NH2:9])=[O:8])=[C:2]([NH:1][C:16](=[O:19])[CH2:17][CH3:18])[S:3][CH:4]=2)[CH:11]=[CH:12][CH:13]=[CH:14][CH:15]=1 |f:2.3|. Procedure details: A mixture of 2-amino-4-phenylthiophene-3-carboxylic acid amide (3.0 g, 13.8 mmol) and anhydrous pyridine (12 ml) was treated with propionyl chloride (1.32 ml, 15.2 mmol) and stirred at ambient temperature for 3 hours. The excess pyridine was removed in vacuo to give a residue, which was treated with ethanol (50 ml) and sodium methoxide (2.24 g, 41.4 mmol) and the resultant mixture was heated under reflux for 18 hours. The cooled mixture was then diluted with water (300 ml) and acidified with con... Reactants: N=1N(C=C2C=CC=CC12)C1=C(C(=O)NC(C(C(=O)OCC)O)CC2=CC=CC=C2)C=CC=N1 (ethyl 3-[2-(2H-indazol-2-yl)nicotinamido]-2-hydroxy-4-phenylbutanoate), [OH-].[Li+] (lithium hydroxide). The solvent is C1CCOC1 (THF), O (water). Conditions: time 8 hour. The product is N=1N(C=C2C=CC=CC12)C1=C(C(=O)NC(C(C(=O)O)O)CC2=CC=CC=C2)C=CC=N1 (3-[2-(2H-Indazol-2-yl)nicotinamido]-2-hydroxy-4-phenylbutanoic acid). Isolated yield 91.0%. As a reaction SMILES: [N:1]1[N:2]([C:10]2[N:33]=[CH:32][CH:31]=[CH:30][C:11]=2[C:12]([NH:14][CH:15]([CH2:23][C:24]2[CH:29]=[CH:28][CH:27]=[CH:26][CH:25]=2)[CH:16]([OH:22])[C:17]([O:19]CC)=[O:18])=[O:13])[CH:3]=[C:4]2[C:9]=1[CH:8]=[CH:7][CH:6]=[CH:5]2.[OH-].[Li+]>C1COCC1.O>[N:1]1[N:2]([C:10]2[N:33]=[CH:32][CH:31]=[CH:30][C:11]=2[C:12]([NH:14][CH:15]([CH2:23][C:24]2[CH:25]=[CH:26][CH:27]=[CH:28][CH:29]=2)[CH:16]([OH:22])[C:17]([OH:19])=[O:18])=[O:13])[CH:3]=[C:4]2[C:9]=1[CH:8]=[CH:7][CH:6]=[CH:5]2 |f:1.2|. Reported procedure: To a suspension of ethyl 3-[2-(2H-indazol-2-yl)nicotinamido]-2-hydroxy-4-phenylbutanoate (1.05 g, 2.362 mmol) in THF (50 ml) a solution of lithium hydroxide (100 mg) in water (5 ml) was added, and the mixture was stirred overnight at room temperature. The mixture was then concentrated in vacuo and, after addition of water (100 ml), acidified using 2 N HCl. The precipitate formed was filtered off and dried to give 895 mg of the title compound as an off-white solid.